This data is from the Open Reaction Database (ORD), a public repository of structured organic reaction records. The task is: describe an organic reaction: reactants, conditions, products, and yield Reactants: CCOC(=O)Cc1ccc2occ(-c3ccc(Br)cc3)c2c1, [C-]#N, ClC(Cl)Cl, [Cl-], Cl, O, c1ccncc1. Yields the product CCOC(=O)Cc1ccc2occ(-c3ccc(C#N)cc3)c2c1. RXN SMILES: [Br:1][c:2]1[cH:3][cH:4][c:5](-[c:8]2[cH:9][o:10][c:11]3[c:12]2[cH:13][c:14]([CH2:17][C:18](=[O:19])[O:20][CH2:21][CH3:22])[cH:15][cH:16]3)[cH:6][cH:7]1.[C-:23]#[N:24].[CH:27]([Cl:28])([Cl:29])[Cl:30].[Cl-:25].[ClH:26].[OH2:31].[cH:32]1[cH:33][cH:34][n:35][cH:36][cH:37]1>>[c:2]1([C:23]#[N:24])[cH:3][cH:4][c:5](-[c:8]2[cH:9][o:10][c:11]3[c:12]2[cH:13][c:14]([CH2:17][C:18](=[O:19])[O:20][CH2:21][CH3:22])[cH:15][cH:16]3)[cH:6][cH:7]1. Isolated yield 89.3%. Conditions: time 30 minute. The product is C(C1=CC=CC=C1)OC(=O)N1CC2=CC(=CC=C2CC1)O (7-Hydroxy-1,2,3,4-tetrahydroisoquinoline-2-carboxylic Acid Benzyl Ester). Procedure details: 7-Hydroxy-1,2,3,4-tetrahydroisoquinoline hydrobromide (3 g) was dissolved in 1N aqueous sodium hydroxide solution (46 ml) and tetrahydrofuran (10 ml) and benzyl chlorocarbonate (2.45 g) was added. The mixture was stirred at room temperature for 30 min. The reaction mixture was extracted with chloroform and the organic layer was washed with saturated brine. The organic layer was dried over anhydrous sodium sulfate, and the solvent was evaporated. The residue was dried under reduced pressure to gi... As a reaction SMILES: Br.[OH:2][C:3]1[CH:12]=[C:11]2[C:6]([CH2:7][CH2:8][NH:9][CH2:10]2)=[CH:5][CH:4]=1.O1CCCC1.[C:18](Cl)(=[O:27])[O:19][CH2:20][C:21]1[CH:26]=[CH:25][CH:24]=[CH:23][CH:22]=1>[OH-].[Na+]>[CH2:20]([O:19][C:18]([N:9]1[CH2:8][CH2:7][C:6]2[C:11](=[CH:12][C:3]([OH:2])=[CH:4][CH:5]=2)[CH2:10]1)=[O:27])[C:21]1[CH:26]=[CH:25][CH:24]=[CH:23][CH:22]=1 |f:0.1,4.5|. The solvent is [OH-].[Na+] (sodium hydroxide). Reactants: O1CCCC1 (tetrahydrofuran), C(OCC1=CC=CC=C1)(=O)Cl (benzyl chlorocarbonate), Br.OC1=CC=C2CCNCC2=C1 (7-Hydroxy-1,2,3,4-tetrahydroisoquinoline hydrobromide). The reactants are FC1=C(C(=CC=C1)O)C1CC(C(N1CC1=CC=C(C=C1)OC(F)(F)F)=O)C (5-(2-fluoro-6-hydroxyphenyl)-3-methyl-1-(4-(trifluoromethoxy)benzyl)pyrrolidin-2-one), ICCC (1-iodopropane), C([O-])([O-])=O.[K+].[K+] (potassium carbonate), C([O-])([O-])=O.[Cs+].[Cs+] (cesium carbonate). The solvent is CN(C)C=O (DMF). Run at time 17 hour. The product is FC1=C(C(=CC=C1)OCCC)C1CC(C(N1CC1=CC=C(C=C1)OC(F)(F)F)=O)C (5-(2-fluoro-6-propoxyphenyl)-3-methyl-1-(4-(trifluoromethoxy)benzyl)pyrrolidin-2-one). Reaction SMILES: [F:1][C:2]1[CH:7]=[CH:6][CH:5]=[C:4]([OH:8])[C:3]=1[CH:9]1[N:13]([CH2:14][C:15]2[CH:20]=[CH:19][C:18]([O:21][C:22]([F:25])([F:24])[F:23])=[CH:17][CH:16]=2)[C:12](=[O:26])[CH:11]([CH3:27])[CH2:10]1.I[CH2:29][CH2:30][CH3:31].C(=O)([O-])[O-].[K+].[K+].C(=O)([O-])[O-].[Cs+].[Cs+]>CN(C=O)C>[F:1][C:2]1[CH:7]=[CH:6][CH:5]=[C:4]([O:8][CH2:29][CH2:30][CH3:31])[C:3]=1[CH:9]1[N:13]([CH2:14][C:15]2[CH:20]=[CH:19][C:18]([O:21][C:22]([F:23])([F:24])[F:25])=[CH:17][CH:16]=2)[C:12](=[O:26])[CH:11]([CH3:27])[CH2:10]1 |f:2.3.4,5.6.7|. Reported procedure: A mixture of 5-(2-fluoro-6-hydroxyphenyl)-3-methyl-1-(4-(trifluoromethoxy)benzyl)pyrrolidin-2-one (preparation described in example 413; 50 mg; 0.13 mmol), 1-iodopropane (22 mg; 0.13 mmol), potassium carbonate (36 mg; 0.26 mmol), and cesium carbonate (8.5 mg; 0.026 mmol) in anh. DMF (0.7 ml) was stirred at rt, under nitrogen, for 17 h. Subsequent filtration and purification by preparative HPLC afforded the target compound. LC-MS (conditions A): tR=1.01 min.; [M+H]+: 425.99 g/mol. Starting materials: C(#N)[BH3-].[Na+] (sodium cyanoborohydride), C(CC)C1=CC=C(C=C1)C1=NOC2=C1CCC1=CC(=CC=C12)C=O (3-(4-propylphenyl)-4,5-dihydronaphtho[2,1-d]isoxazole-7-carbaldehyde), N1CC(C1)C(=O)O (azetidine-3-carboxylic acid). Reagents/catalysts: C(C)(=O)O (acetic acid). Solvent: ClC(C)Cl (dichloroethane), CO (methanol). Run at temperature 80 celsius, time 20 minute. The product is C(CC)C1=CC=C(C=C1)C1=NOC2=C1CCC1=CC(=CC=C12)CN1CC(C1)C(=O)O (1-((3-(4-propylphenyl)-4,5-dihydronaphtho[2,1-d]isoxazol-7-yl)methyl)azetidine-3-carboxylic acid). Isolated yield 37.1%. As a reaction SMILES: [CH2:1]([C:4]1[CH:9]=[CH:8][C:7]([C:10]2[C:14]3[CH2:15][CH2:16][C:17]4[C:22]([C:13]=3[O:12][N:11]=2)=[CH:21][CH:20]=[C:19]([CH:23]=O)[CH:18]=4)=[CH:6][CH:5]=1)[CH2:2][CH3:3].[NH:25]1[CH2:28][CH:27]([C:29]([OH:31])=[O:30])[CH2:26]1.C([BH3-])#N.[Na+]>ClC(Cl)C.CO.C(O)(=O)C>[CH2:1]([C:4]1[CH:9]=[CH:8][C:7]([C:10]2[C:14]3[CH2:15][CH2:16][C:17]4[C:22]([C:13]=3[O:12][N:11]=2)=[CH:21][CH:20]=[C:19]([CH2:23][N:25]2[CH2:28][CH:27]([C:29]([OH:31])=[O:30])[CH2:26]2)[CH:18]=4)=[CH:6][CH:5]=1)[CH2:2][CH3:3] |f:2.3|. Procedure details: To 3-(4-propylphenyl)-4,5-dihydronaphtho[2,1-d]isoxazole-7-carbaldehyde (Preparation 20E, 0.191 g, 0.602 mmol) in dichloroethane (2 mL) and methanol (2.0 mL) was added azetidine-3-carboxylic acid (0.073 g, 0.722 mmol) and 8 drops of acetic acid. The reaction mixture was heated at 80° C. for 1.5 h. The reaction mixture was cooled to room temperature and sodium cyanoborohydride (0.045 g, 0.722 mmol) was added in one lot. The reaction mixture was stirred at room temperature for 20 min., and then co... The reactants are ClC1=CC=C2C(=CC=NC2=C1)NC1CCC(CC1)N (N-(7-chloroquinolin-4-yl)-cyclohexane-1,4-diamine), C(C)(=O)O (acetic acid), C(#N)[BH3-] (cyanoborohydride), FC1=CC=C(CO)C=C1 (4-fluorobenzyl alcohol), CC(=O)OI1(C=2C=CC=CC2C(=O)O1)(OC(=O)C)OC(=O)C (Dess-Martin periodinane). The solvent is ClCCl (dichloromethane), ClCCl (dichloromethane). Product: ClC1=CC=C2C(=CC=NC2=C1)N[C@@H]1CC[C@@H](CC1)NCC1=CC(=CC=C1)F (cis-N-(7-chloroquinolin-4-yl)-N′-(3-fluorobenzyl)cyclohexane-1,4-diamine). Procedure: To 4-fluorobenzyl alcohol (9.2 mg, 0.073 mmol) was added Dess-Martin periodinane (31.0 mg, 0.073 mmol) in dichloromethane (2 mL). The mixture was stirred at room temperature for 0.5 hour and was added to a mixture of N-(7-chloroquinolin-4-yl)-cyclohexane-1,4-diamine (20 mg, 0.073 mmol), acetic acid (0.008 mg, 0.13 mmol) and MP-cyanoborohydride (51 mg, 0.219 mmol, Argonaut Technologies) in dichloromethane (5 mL). The mixture was stirred at room temperature for 18 hours, filtered and concentrated ... RXN SMILES: [F:1]C1C=CC(CO)=CC=1.CC(OI1(OC(C)=O)(OC(C)=O)O[C:21](=O)[C:20]2[CH:19]=[CH:18][CH:17]=[CH:16][C:15]1=2)=O.[Cl:32][C:33]1[CH:42]=[C:41]2[C:36]([C:37]([NH:43][CH:44]3[CH2:49][CH2:48][CH:47]([NH2:50])[CH2:46][CH2:45]3)=[CH:38][CH:39]=[N:40]2)=[CH:35][CH:34]=1.C(O)(=O)C.C([BH3-])#N>ClCCl>[Cl:32][C:33]1[CH:42]=[C:41]2[C:36]([C:37]([NH:43][C@H:44]3[CH2:45][CH2:46][C@@H:47]([NH:50][CH2:21][C:20]4[CH:15]=[CH:16][CH:17]=[C:18]([F:1])[CH:19]=4)[CH2:48][CH2:49]3)=[CH:38][CH:39]=[N:40]2)=[CH:35][CH:34]=1. Run at time 0.5 hour. The reactants are COc1ccc(CC(=O)N2C(=O)OCC2Cc2ccccc2)cc1, C1CCOC1, CC(C)[N-]C(C)C, CI, [Li+]. Product: COc1ccc(C(C)C(=O)N2C(=O)OCC2Cc2ccccc2)cc1. As a reaction SMILES: [CH2:1]([c:2]1[cH:3][cH:4][cH:5][cH:6][cH:7]1)[CH:8]1[N:9]([C:14]([CH2:15][c:16]2[cH:17][cH:18][c:19]([O:22][CH3:23])[cH:20][cH:21]2)=[O:24])[C:10](=[O:13])[O:11][CH2:12]1.[CH2:35]1[O:36][CH2:37][CH2:38][CH2:39]1.[CH:25]([N-:26][CH:27]([CH3:28])[CH3:29])([CH3:30])[CH3:31].[I:33][CH3:34].[Li+:32]>>[CH2:1]([c:2]1[cH:3][cH:4][cH:5][cH:6][cH:7]1)[CH:8]1[N:9]([C:14]([CH:15]([c:16]2[cH:17][cH:18][c:19]([O:22][CH3:23])[cH:20][cH:21]2)[CH3:25])=[O:24])[C:10](=[O:13])[O:11][CH2:12]1. Reactants: C(CCCCCCC)SC1=NC(=CC(=N1)Cl)Cl (2-octylthio-4,6-dichloropyrimidine), C(=O)([O-])[O-].[Na+].[Na+] (Na2CO3), NC1=C(C(=CC=C1)C)C (2,3-xylidine). Run in C(C)O (ethanol). Yields the product C(CCCCCCC)SC1=NC(=CC(=N1)Cl)NC1=C(C(=CC=C1)C)C (2-octylthio-4-chloro-6-(2,3-xylidino)-pyrimidine). Reaction SMILES: [CH2:1]([S:9][C:10]1[N:15]=[C:14](Cl)[CH:13]=[C:12]([Cl:17])[N:11]=1)[CH2:2][CH2:3][CH2:4][CH2:5][CH2:6][CH2:7][CH3:8].C([O-])([O-])=O.[Na+].[Na+].[NH2:24][C:25]1[CH:30]=[CH:29][CH:28]=[C:27]([CH3:31])[C:26]=1[CH3:32]>C(O)C>[CH2:1]([S:9][C:10]1[N:11]=[C:12]([Cl:17])[CH:13]=[C:14]([NH:24][C:25]2[CH:30]=[CH:29][CH:28]=[C:27]([CH3:31])[C:26]=2[CH3:32])[N:15]=1)[CH2:2][CH2:3][CH2:4][CH2:5][CH2:6][CH2:7][CH3:8] |f:1.2.3|. Procedure: To a solution of 2-octylthio-4,6-dichloropyrimidine (3 g) in ethanol (25 ml), 2,3-xylidine (1,5 ml) and anhydrous Na2CO3 (1.25 g) are added; the mixture is refluxed for 20 hours. The residue is hot filtered and the solvent is evaporated. The residue is purified by chromathography on silica gel, yielding 1.9 g of 2-octylthio-4-chloro-6-(2,3-xylidino)-pyrimidine (III, 35).